From a dataset of the Open Reaction Database (ORD), a public repository of structured organic reaction records. describe an organic reaction: reactants, conditions, products, and yield Reactants: C(#N)C1=CC=C(C=C1)C(C1=CC(=C(C(=C1)C(C)(C)C)O)C(C)(C)C)=O (4'-cyano-3,5-di(tertiary-butyl)-4-hydroxybenzophenone), [OH-].[Na+] (sodium hydroxide), C(C)O (ethanol). Yields the product C(=O)(O)C1=CC=C(C=C1)C(C1=CC(=C(C(=C1)C(C)(C)C)O)C(C)(C)C)=O (4'-carboxy-3,5-di(tertiary-butyl)-4-hydroxybenzophenone). RXN SMILES: C(C1[CH:8]=[CH:7][C:6]([C:9](=[O:25])[C:10]2[CH:15]=[C:14]([C:16]([CH3:19])([CH3:18])[CH3:17])[C:13]([OH:20])=[C:12]([C:21]([CH3:24])([CH3:23])[CH3:22])[CH:11]=2)=[CH:5][CH:4]=1)#N.[OH-:26].[Na+].[CH2:28]([OH:30])[CH3:29]>>[C:28]([C:29]1[CH:8]=[CH:7][C:6]([C:9](=[O:25])[C:10]2[CH:15]=[C:14]([C:16]([CH3:19])([CH3:18])[CH3:17])[C:13]([OH:20])=[C:12]([C:21]([CH3:24])([CH3:23])[CH3:22])[CH:11]=2)=[CH:5][CH:4]=1)([OH:26])=[O:30] |f:1.2|. Procedure details: A mixture of 3.35 g (0.010 mole) of 4'-cyano-3,5-di(tertiary-butyl)-4-hydroxybenzophenone, 25 ml of 20% aqueous sodium hydroxide solution and 25 ml of ethanol was heated at its reflux temperature for about 16 hours. The solution was extracted and washed twice with dichloromethane. The aqueous portion was poured into cold dilute hydrochloric acid and a white solid precipitated. The solid was collected by filtration and was washed with water. The solid was recrystallized from about 50 ml of ethano... The reactants are CCC1CC2(CC1c1nnc3cnc4c(ccn4S(=O)(=O)c4ccc(C)cc4)n13)OCCO2, C1COCCO1, [Na+], [OH-]. Yields the product CCC1CC2(CC1c1nnc3cnc4[nH]ccc4n13)OCCO2. As a reaction SMILES: [CH2:1]([CH3:2])[CH:3]1[CH:4]([c:12]2[n:13][n:14][c:15]3[n:16]2[c:17]2[c:18]([n:19][cH:20]3)[n:21]([S:24]([c:25]3[cH:26][cH:27][c:28]([CH3:29])[cH:30][cH:31]3)(=[O:32])=[O:33])[cH:22][cH:23]2)[CH2:5][C:6]2([O:7][CH2:8][CH2:9][O:10]2)[CH2:11]1.[CH2:34]1[O:35][CH2:36][CH2:37][O:38][CH2:39]1.[Na+:41].[OH-:40]>>[CH2:1]([CH3:2])[CH:3]1[CH:4]([c:12]2[n:13][n:14][c:15]3[n:16]2[c:17]2[c:18]([n:19][cH:20]3)[nH:21][cH:22][cH:23]2)[CH2:5][C:6]2([O:7][CH2:8][CH2:9][O:10]2)[CH2:11]1. Starting materials: FC1=C(C=O)C=C(C=C1)Cl (2-fluoro-5-chloro-benzaldehyde), [C-]#N.[K+] (KCN), OS(=O)[O-].[Na+] (NaHSO3). The solvent is C(C)(=O)OCC (ethyl acetate), O (H2O). Conditions: time 8 hour. Product: FC1=C(C=C(C=C1)Cl)C(C#N)O (2-(2-Fluoro-5-chlorophenyl)-2-hydroxyacetonitrile). Isolated yield 98.3%. As a reaction SMILES: [F:1][C:2]1[CH:9]=[CH:8][C:7]([Cl:10])=[CH:6][C:3]=1[CH:4]=[O:5].[C-:11]#[N:12].[K+].OS([O-])=O.[Na+]>C(OCC)(=O)C.O>[F:1][C:2]1[CH:9]=[CH:8][C:7]([Cl:10])=[CH:6][C:3]=1[CH:4]([OH:5])[C:11]#[N:12] |f:1.2,3.4|. Reported procedure: To 2-fluoro-5-chloro-benzaldehyde (12.7 g, 17 mmol) in ethyl acetate (50 mL) was added a solution of KCN (3.3 g) and NaHSO3 (5.3 g) dissolved in H2O (25 mL). It was left stirring overnight before extracted with ethyl acetate (3×50 mL). The combined organic extracts were dried and concentrated. The crude product was purified by silica gel chromatography to give 121A (3.1 g, 99% yield) as an oil. Reactants: S1C(=NN=C1S)S (1,3,4-thiadiazole-2,5-dithiol), [H-].[Na+] (NaH), ClC=1C(=NC=CN1)C#N (3-chloropyrazine-2-carbonitrile). Run in CN(C)C=O (DMF), C1=CC=CC=C1 (benzene). Run at temperature 50 celsius, time 4 hour. Product: SC1=NN=C(S1)SC=1C(=NC=CN1)C#N (3-(5-mercapto-1,3,4-thiadiazol-2-ylthio)pyrazine-2-carbonitrile). RXN SMILES: [S:1]1[C:5]([SH:6])=[N:4][N:3]=[C:2]1[SH:7].[H-].[Na+].Cl[C:11]1[C:12]([C:17]#[N:18])=[N:13][CH:14]=[CH:15][N:16]=1>CN(C=O)C.C1C=CC=CC=1>[SH:6][C:5]1[S:1][C:2]([S:7][C:11]2[C:12]([C:17]#[N:18])=[N:13][CH:14]=[CH:15][N:16]=2)=[N:3][N:4]=1 |f:1.2|. Procedure details: The title compound was prepared according to the procedure described in Example 1 by using 1,3,4-thiadiazole-2,5-dithiol (945 mg, 6.05 mmol), NaH (60% dispersion in mineral oil, 264 mg, 6.60 mmol), and 3-chloropyrazine-2-carbonitrile (840 mg, 6.00 mmol) in DMF and benzene (10 ml, 1/1) by stirring at 50° C. under nitrogen atmosphere for 4 hr. Yields the product Nc1cc2c(cc1I)CC1(C2)C(=O)Nc2ncccc21. The reactants are C1CCOC1, O=C1CCC(=O)N1I, Nc1ccc2c(c1)CC1(C2)C(=O)Nc2ncccc21. RXN SMILES: [CH2:28]1[O:29][CH2:30][CH2:31][CH2:32]1.[I:20][N:21]1[C:22](=[O:23])[CH2:24][CH2:25][C:26]1=[O:27].[NH2:1][c:2]1[cH:3][c:4]2[c:8]([cH:9][cH:10]1)[CH2:7][C:6]1([CH2:5]2)[C:11](=[O:19])[NH:12][c:13]2[n:14][cH:15][cH:16][cH:17][c:18]21>>[NH2:1][c:2]1[cH:3][c:4]2[c:8]([cH:9][c:10]1[I:20])[CH2:7][C:6]1([CH2:5]2)[C:11](=[O:19])[NH:12][c:13]2[n:14][cH:15][cH:16][cH:17][c:18]21. The reactants are ClCCCl, CC(C)C(CNC(=O)OCC[Si](C)(C)C)C(=O)O, CCN(C(C)C)C(C)C, CC1(C)CNCCC1(O)c1ccc(Cl)cc1, ClCCl, On1nnc2ccccc21. Product: CC(C)C(CNC(=O)OCC[Si](C)(C)C)C(=O)N1CCC(O)(c2ccc(Cl)cc2)C(C)(C)C1. Reaction SMILES: [CH2:35]([Cl:36])[CH2:37][Cl:38].[CH3:17][CH:18]([CH:19]([C:20](=[O:21])[OH:22])[CH2:23][NH:24][C:25](=[O:26])[O:27][CH2:28][CH2:29][Si:30]([CH3:31])([CH3:32])[CH3:33])[CH3:34].[CH:49]([N:50]([CH2:51][CH3:52])[CH:53]([CH3:54])[CH3:55])([CH3:56])[CH3:57].[Cl:1][c:2]1[cH:3][cH:4][c:5]([C:8]2([OH:16])[C:9]([CH3:14])([CH3:15])[CH2:10][NH:11][CH2:12][CH2:13]2)[cH:6][cH:7]1.[Cl:58][CH2:59][Cl:60].[OH:39][n:40]1[c:41]2[c:42]([cH:43][cH:44][cH:45][cH:46]2)[n:47][n:48]1>>[Cl:1][c:2]1[cH:3][cH:4][c:5]([C:8]2([OH:16])[C:9]([CH3:14])([CH3:15])[CH2:10][N:11]([C:20]([CH:19]([CH:18]([CH3:17])[CH3:34])[CH2:23][NH:24][C:25](=[O:26])[O:27][CH2:28][CH2:29][Si:30]([CH3:31])([CH3:32])[CH3:33])=[O:21])[CH2:12][CH2:13]2)[cH:6][cH:7]1. Reactants: ClC1=CC=C(OC2=CC=C(C=C2)CC(C)=O)C=C1 (4-(4-chlorophenoxy)phenylpropan-2-one), polyphosphoric acid, C(C)(=O)OC(C)=O (acetic anhydride), C(C)(=O)OC(C)=O (acetic anhydride), CCOCC (ether), O (water). Run at time 30 minute. Yields the product ClC1=CC=C(OC2=CC=C(C=C2)C2=C(OC(=CC2=O)C)C)C=C1 (3-(4-(4-Chlorophenoxy)phenyl)-2,6-dimethylpyran-4-one). RXN SMILES: [Cl:1][C:2]1[CH:18]=[CH:17][C:5]([O:6][C:7]2[CH:12]=[CH:11][C:10]([CH2:13][C:14](=[O:16])[CH3:15])=[CH:9][CH:8]=2)=[CH:4][CH:3]=1.O.CC[O:22][CH2:23][CH3:24].[C:25](OC(=O)C)(=O)[CH3:26]>>[Cl:1][C:2]1[CH:18]=[CH:17][C:5]([O:6][C:7]2[CH:12]=[CH:11][C:10]([C:13]3[C:23](=[O:22])[CH:24]=[C:25]([CH3:26])[O:16][C:14]=3[CH3:15])=[CH:9][CH:8]=2)=[CH:4][CH:3]=1. Procedure: A solution of 4-(4-chlorophenoxy)phenylpropan-2-one (26 g) in acetic anhydride (100 ml) was added, over 5 min, to a vigorously stirred mixture of polyphosphoric acid (200 g) and acetic anhydride (100 ml) at 80°. After stirring for 30 min the mixture was poured into water (1 liter) and extracted with toluene (2×500 ml). The combined extracts were washed with water then satd. aq. sodium bicarbonate, dried over magnesium sulphate and evaporated to give an oil. Trituration with ether gave a yellow s...